This data is from the Open Reaction Database (ORD), a public repository of structured organic reaction records. The task is: describe an organic reaction: reactants, conditions, products, and yield Starting materials: Oc1ccc(Br)cc1Cl, O=C([O-])[O-], CC#N, CCOC(C)=O, CCCCCCCCI, [K+], [K+]. The product is CCCCCCCCOc1ccc(Br)cc1Cl. As a reaction SMILES: [Br:1][c:2]1[cH:3][c:4]([Cl:9])[c:5]([OH:8])[cH:6][cH:7]1.[C:10](=[O:11])([O-:12])[O-:13].[CH3:25][C:26]#[N:27].[CH3:28][CH2:29][O:30][C:31](=[O:32])[CH3:33].[I:16][CH2:17][CH2:18][CH2:19][CH2:20][CH2:21][CH2:22][CH2:23][CH3:24].[K+:14].[K+:15]>>[Br:1][c:2]1[cH:3][c:4]([Cl:9])[c:5]([O:8][CH2:17][CH2:18][CH2:19][CH2:20][CH2:21][CH2:22][CH2:23][CH3:24])[cH:6][cH:7]1. The reactants are CCOc1cc(NC(=O)OC(C)(C)C)c(NC(=O)CC(=O)c2cccc(-c3cccnc3C3CC3)c2)cc1C(F)(F)F, ClCCl, O=C(O)C(F)(F)F. Product: CCOc1cc2c(cc1C(F)(F)F)NC(=O)CC(c1cccc(-c3cccnc3C3CC3)c1)=N2. Reaction SMILES: [C:1]([O:2][C:3](=[O:4])[NH:7][c:8]1[c:9]([NH:21][C:22]([CH2:23][C:24](=[O:5])[c:26]2[cH:27][c:28](-[c:32]3[c:33]([CH:38]4[CH2:39][CH2:40]4)[n:34][cH:35][cH:36][cH:37]3)[cH:29][cH:30][cH:31]2)=[O:41])[cH:10][c:11]([C:17]([F:18])([F:19])[F:20])[c:12]([O:14][CH2:15][CH3:16])[cH:13]1)([CH3:6])([CH3:25])[CH3:42].[Cl:50][CH2:51][Cl:52].[F:43][C:44]([F:45])([F:46])[C:47]([OH:48])=[O:49]>>[N:7]1=[C:24]([c:26]2[cH:27][c:28](-[c:32]3[c:33]([CH:38]4[CH2:39][CH2:40]4)[n:34][cH:35][cH:36][cH:37]3)[cH:29][cH:30][cH:31]2)[CH2:23][C:22](=[O:41])[NH:21][c:9]2[c:8]1[cH:13][c:12]([O:14][CH2:15][CH3:16])[c:11]([C:17]([F:18])([F:19])[F:20])[cH:10]2. Starting materials: aqueous solution, [OH-].[Na+] (sodium hydroxide), Triacetoxylated sodium borohydride, BrC1=CC=C2CCNC2=C1 (6-bromoindoline), FC1=C(CCN2CCC(CC2)=O)C=CC=C1 (1-(2-fluorophenethyl)piperidin-4-one), C(C)(=O)O (acetic acid). Run in C(C)(=O)OCC (ethyl acetate), ClCCCl (1,2-dichloroethane). Reaction conditions: time 8 hour. Yields the product FC1=C(CCN2CCC(CC2)N2CCC3=CC=C(C=C23)Br)C=CC=C1 (1-[1-(2-Fluorophenethyl)piperidin-4-yl]-6-bromoindoline). The yield is 66.6%. As a reaction SMILES: [Br:1][C:2]1[CH:10]=[C:9]2[C:5]([CH2:6][CH2:7][NH:8]2)=[CH:4][CH:3]=1.[F:11][C:12]1[CH:26]=[CH:25][CH:24]=[CH:23][C:13]=1[CH2:14][CH2:15][N:16]1[CH2:21][CH2:20][C:19](=O)[CH2:18][CH2:17]1.C(O)(=O)C.[OH-].[Na+]>ClCCCl.C(OCC)(=O)C>[F:11][C:12]1[CH:26]=[CH:25][CH:24]=[CH:23][C:13]=1[CH2:14][CH2:15][N:16]1[CH2:21][CH2:20][CH:19]([N:8]2[C:9]3[C:5](=[CH:4][CH:3]=[C:2]([Br:1])[CH:10]=3)[CH2:6][CH2:7]2)[CH2:18][CH2:17]1 |f:3.4|. Procedure: Triacetoxylated sodium borohydride (15.0 g) was added under ice cooling to a liquid mixture of 6-bromoindoline (9.0 g), 1-(2-fluorophenethyl)piperidin-4-one (11.0 g) and acetic acid (12.5 ml) in 1,2-dichloroethane (140 ml). Then the reaction mixtures were stirred at room temperature overnight. The reaction mixtures were diluted with ethyl acetate (400 ml) and then an 8 N aqueous solution (70 ml) of sodium hydroxide was added thereto. The organic layer was separated, extracted with 5 N hydrochlor... Reactants: NC(=S)N (thiourea), Cl (hydrochloric acid), [OH-].[Na+] (sodium hydroxide), C=CCCCCCCCCCSC(=N)N.I (isothiuronium), Cl.ClCCN (2-chloroethylamine hydrochloride), [OH-].[Na+] (sodium hydroxide). Solvent: O (water), O (water), O (water). Reaction conditions: time 1 hour. The product is NCCSCCSCCC (1-amino-3,6-dithianonane). As a reaction SMILES: N[C:2](N)=[S:3].Cl.[OH-].[Na+].C=CCCCCCC[CH2:16][CH2:17][CH2:18][S:19][C:20](N)=N.I.Cl.Cl[CH2:26][CH2:27][NH2:28]>O>[NH2:28][CH2:27][CH2:26][S:3][CH2:2][CH2:20][S:19][CH2:18][CH2:17][CH3:16] |f:2.3,4.5,6.7|. Reported procedure: 76.4 g (0.164 mole) of 1-hydroxy-3-thiahexane, produced from propane-1-thiol and 2-chloroethanol in the presence of the equivalent quantity of sodium hydroxide were boiled under reflux for 2 hours with 50 g of thiourea and 77 g of 37% hydrochloric acid. After cooling, 32 g (0.8 mole) of sodium hydroxide in 60 ml of water were added to the clear solution of the isothiuronium salt. Thereafter the mixture was heated for 30 minutes on a steam bath. The 1-mercapto-3-thiahexane precipitated was separa...